Dataset: the Open Reaction Database (ORD), a public repository of structured organic reaction records. Task: describe an organic reaction: reactants, conditions, products, and yield Reactants: CC1=CC=C(C=C1)C(C(=O)OC(C)(C)C)(O)C1=CC=CC=C1 (tert-butyl 2-(4-methyl-phenyl)-2-phenyl-2-hydroxy-acetate), C(C)[SiH](CC)CC (triethylsilane), FC(C(=O)O)(F)F (trifluoroacetic acid), C([O-])(O)=O (bicarbonate). Run in ClCCl (dichloromethane), O (water). The product is CC1=CC=C(C=C1)C(C(=O)O)C1=CC=CC=C1 (2-(4-Methyl-phenyl)-2-phenyl-acetic acid). Reaction SMILES: [CH3:1][C:2]1[CH:7]=[CH:6][C:5]([C:8]([C:17]2[CH:22]=[CH:21][CH:20]=[CH:19][CH:18]=2)(O)[C:9]([O:11]C(C)(C)C)=[O:10])=[CH:4][CH:3]=1.C([SiH](CC)CC)C.FC(F)(F)C(O)=O.C(=O)(O)[O-]>ClCCl.O>[CH3:1][C:2]1[CH:3]=[CH:4][C:5]([CH:8]([C:17]2[CH:22]=[CH:21][CH:20]=[CH:19][CH:18]=2)[C:9]([OH:11])=[O:10])=[CH:6][CH:7]=1. Reported procedure: 1.49 g (5 mmol) of tert-butyl 2-(4-methyl-phenyl)-2-phenyl-2-hydroxy-acetate are stirred at room temperature in 60 ml of dichloromethane for 3 h with 6.3 ml (40 mmol) of triethylsilane and 12.6 ml (60 mmol) of trifluoroacetic acid. The mixture is diluted with 60 ml of water, adjusted to a pH of 2-3 with saturated aqueous bicarbonate solution and shaken. After removal of the organic phase, the aqueous phase is extracted twice more with dichloromethane. The combined organic phases are dried over s...